This data is from the Open Reaction Database (ORD), a public repository of structured organic reaction records. The task is: describe an organic reaction: reactants, conditions, products, and yield The reactants are BrC1=C(C=C(C=C1C)O)C (4-bromo-3,5-dimethylphenol), IC (iodomethane), C([O-])([O-])=O.[K+].[K+] (potassium carbonate), O (water). Run in CN(C)C=O (DMF). Reaction conditions: time 5 hour. Product: BrC1=C(C=C(C=C1C)OC)C (2-bromo-5-methoxy-1,3-dimethylbenzene). The yield is 93.4%. As a reaction SMILES: [Br:1][C:2]1[C:7]([CH3:8])=[CH:6][C:5]([OH:9])=[CH:4][C:3]=1[CH3:10].IC.[C:13](=O)([O-])[O-].[K+].[K+].O>CN(C=O)C>[Br:1][C:2]1[C:7]([CH3:8])=[CH:6][C:5]([O:9][CH3:13])=[CH:4][C:3]=1[CH3:10] |f:2.3.4|. Procedure details: To a 0° C. solution of 4-bromo-3,5-dimethylphenol (1.00 g, 4.98 mmol) in DMF (10.0 mL) was added iodomethane (1.41 g, 9.96 mmol) and potassium carbonate (1.37 g, 9.96 mmol). The mixture was stirred for 5 h at room temperature. The mixture was poured into water and extracted with ethyl acetate (15 ml*3). The combined organic layers were dried over Na2SO4 and concentrated under reduced pressure. The crude material was purified by silica gel chromatography to give 2-bromo-5-methoxy-1,3-dimethylbenz... The reactants are [Li]CCCC, CCCCCC, Cc1ccc(C=O)cc1, C1CCOC1, CNC(=O)c1c(-c2ccccc2)noc1C. Reaction SMILES: [CH2:17]([Li:18])[CH2:19][CH2:20][CH3:21].[CH3:22][CH2:23][CH2:24][CH2:25][CH2:26][CH3:27].[CH3:28][c:29]1[cH:30][cH:31][c:32]([CH:33]=[O:34])[cH:35][cH:36]1.[O:37]1[CH2:38][CH2:39][CH2:40][CH2:41]1.[c:1]1(-[c:7]2[n:8][o:9][c:10]([CH3:16])[c:11]2[C:12](=[O:13])[NH:14][CH3:15])[cH:2][cH:3][cH:4][cH:5][cH:6]1>>[c:1]1(-[c:7]2[n:8][o:9][c:10]([CH2:16][CH:33]([c:32]3[cH:31][cH:30][c:29]([CH3:28])[cH:36][cH:35]3)[OH:34])[c:11]2[C:12](=[O:13])[NH:14][CH3:15])[cH:2][cH:3][cH:4][cH:5][cH:6]1. Product: CNC(=O)c1c(-c2ccccc2)noc1CC(O)c1ccc(C)cc1.